This data is from the Open Reaction Database (ORD), a public repository of structured organic reaction records. The task is: describe an organic reaction: reactants, conditions, products, and yield The reactants are ClC1=C(C(=O)O)C=CC=C1 (2-chlorobenzoic acid), COC1=CC=C(N)C=C1 (4-methoxyaniline), C([O-])([O-])=O.[K+].[K+] (potassium carbonate), cupric acetate, CN(C=O)C (dimethylformamide). Solvent: O (water). The product is COC1=CC=C(C=C1)NC1=C(C(=O)O)C=CC=C1 (2-(4-methoxyphenylamino)benzoic acid). Yield: 76.0%. Reaction SMILES: Cl[C:2]1[CH:10]=[CH:9][CH:8]=[CH:7][C:3]=1[C:4]([OH:6])=[O:5].[CH3:11][O:12][C:13]1[CH:19]=[CH:18][C:16]([NH2:17])=[CH:15][CH:14]=1.C(=O)([O-])[O-].[K+].[K+].CN(C)C=O>O>[CH3:11][O:12][C:13]1[CH:19]=[CH:18][C:16]([NH:17][C:2]2[CH:10]=[CH:9][CH:8]=[CH:7][C:3]=2[C:4]([OH:6])=[O:5])=[CH:15][CH:14]=1 |f:2.3.4|. Reported procedure: A mixture of 52 g (0.33 mole) of 2-chlorobenzoic acid, 82 g (0.66 mole) of 4-methoxyaniline, 46 g (0.33 mole) of potassium carbonate, 5 g (0.025 mole) of cupric acetate and 150 ml of dimethylformamide was heated at reflux for two hours. The reaction mixture was cooled, 300 ml of water added and the mixture filtered. The filtrate was acidified with 50 ml of 6N hydrochloric acid, and the resulting solid was collected by filtration and recrystallized from acetonitrile to give 61 g of 2-(4-methoxyph... The reactants are BrC1=C2CN(C(N(C2=CC(=C1)C=O)C1=C(C=CC=C1Cl)Cl)=O)CC1=CC=C(C=C1)OC (5-bromo-1-(2,6-dichlorophenyl)-3-(4-methoxybenzyl)-2-oxo-1,2,3,4-tetrahydroquinazoline-7-carbaldehyde), C(C)(C)N1C2CNC(C1)C2 (2-isopropyl-2,5-diazabicyclo[2.2.1]heptane). The product is BrC1=C2CN(C(N(C2=CC(=C1)CN1C2CN(C(C1)C2)C(C)C)C2=C(C=CC=C2Cl)Cl)=O)CC2=CC=C(C=C2)OC (5-bromo-1-(2,6-dichlorophenyl)-7-[(5-isopropyl-2,5-diazabicyclo[2.2.1]hept-2-yl)methyl]-3-(4-methoxybenzyl)-3,4-dihydroquinazolin-2(1H)-one). RXN SMILES: [Br:1][C:2]1[CH:11]=[C:10]([CH:12]=O)[CH:9]=[C:8]2[C:3]=1[CH2:4][N:5]([CH2:23][C:24]1[CH:29]=[CH:28][C:27]([O:30][CH3:31])=[CH:26][CH:25]=1)[C:6](=[O:22])[N:7]2[C:14]1[C:19]([Cl:20])=[CH:18][CH:17]=[CH:16][C:15]=1[Cl:21].[CH:32]([N:35]1[CH2:40][CH:39]2[CH2:41][CH:36]1[CH2:37][NH:38]2)([CH3:34])[CH3:33]>>[Br:1][C:2]1[CH:11]=[C:10]([CH2:12][N:38]2[CH2:37][CH:36]3[CH2:41][CH:39]2[CH2:40][N:35]3[CH:32]([CH3:34])[CH3:33])[CH:9]=[C:8]2[C:3]=1[CH2:4][N:5]([CH2:23][C:24]1[CH:29]=[CH:28][C:27]([O:30][CH3:31])=[CH:26][CH:25]=1)[C:6](=[O:22])[N:7]2[C:14]1[C:15]([Cl:21])=[CH:16][CH:17]=[CH:18][C:19]=1[Cl:20]. Procedure details: The 5-bromo-1-(2,6-dichlorophenyl)-7-[(5-isopropyl-2,5-diazabicyclo[2.2.1]hept-2-yl)methyl]-3-(4-methoxybenzyl)-3,4-dihydroquinazolin-2(1H)-one was prepared from 5-bromo-1-(2,6-dichlorophenyl)-3-(4-methoxybenzyl)-2-oxo-1,2,3,4-tetrahydroquinazoline-7-carbaldehyde (EXAMPLE AAA16, STEP B) and 2-isopropyl-2,5-diazabicyclo[2.2.1]heptane (INTERMEDIATE ABA2) as described in EXAMPLE AAA1, STEP A. 1H NMR (CDCl3, 500 MHz): δ 1.15 (brs, 3H), 1.22 (brs, 3H), 1.74 (brs, 1H), 1.90 (brs, 1H), 243 (brs, 2H), 2... Starting materials: C(C)(=O)OCC(OCC)Cl (chloro-ethoxy-ethyl acetate), C(C)OP(OCC)OCC (triethylphosphite), C(C)(=O)OCC(OCC)P(=O)(OCC)OCC ((diethoxy-phosphoryl)-ethoxy-ethyl acetate). Run at temperature 150 celsius. Product: C(C)(=O)OC(COCC)P(=O)(OCC)OCC (a—(diethoxy-phosphoryl)-ethoxy-ethyl acetate). As a reaction SMILES: [C:1]([O:4][CH2:5][CH:6](Cl)[O:7][CH2:8][CH3:9])(=[O:3])[CH3:2].[CH2:11]([O:13][P:14]([O:18]CC)[O:15][CH2:16][CH3:17])[CH3:12].C(OCC(P(OCC)(OCC)=O)OCC)(=O)C>>[C:1]([O:4][CH:5]([P:14]([O:15][CH2:16][CH3:17])([O:13][CH2:11][CH3:12])=[O:18])[CH2:6][O:7][CH2:8][CH3:9])(=[O:3])[CH3:2]. Procedure: 18.5 g (112 mmol) of chloro-ethoxy-ethyl acetate and 19.2 ml (112 mmol) of triethylphosphite are put in a flask and heated at 150° C. for 5 hours. The progress of the reaction is monitored with NMR. 34 g (100%) of (diethoxy-phosphoryl)-ethoxy-ethyl acetate is obtained directly in the form of a colorless liquid. Starting materials: ice water, C(C)(C)(C)C=1N=C(SC1)C=1OC2=C(C1)C=C(C=C2)C=O (4-tert-butyl-2-(5-formylbenzofuran-2-yl)thiazole), CN(C(CCS)=O)C (N,N-dimethyl-3-mercaptopropionamide), SCCCC(=O)OC (methyl 4-mercaptobutyrate), C(C)#N (acetonitrile), C(O)([O-])=O.[Na+] (sodium hydrogen carbonate). The solvent is B(F)(F)F.CCOCC (boron trifluoride etherate). Run at time 18 hour. The product is C(C)(C)(C)C=1N=C(SC1)C=1OC2=C(C1)C=C(C=C2)C(SCCCC(=O)OC)SCCCC(=O)OC (4-tert-butyl-2-{5-[bis-(3-methoxycarbonylpropylthio)methyl]benzofuran-2-yl}thiazole). RXN SMILES: [C:1]([C:5]1[N:6]=[C:7]([C:10]2[O:11][C:12]3[CH:18]=[CH:17][C:16]([CH:19]=O)=[CH:15][C:13]=3[CH:14]=2)[S:8][CH:9]=1)([CH3:4])([CH3:3])[CH3:2].CN(C)[C:23](=O)[CH2:24][CH2:25][SH:26].[SH:29][CH2:30][CH2:31][CH2:32][C:33]([O:35][CH3:36])=[O:34].[C:37](=[O:40])([O-])[OH:38].[Na+].[C:42](#N)C>B(F)(F)F.CCOCC>[C:1]([C:5]1[N:6]=[C:7]([C:10]2[O:11][C:12]3[CH:18]=[CH:17][C:16]([CH:19]([S:26][CH2:25][CH2:24][CH2:23][C:37]([O:38][CH3:42])=[O:40])[S:29][CH2:30][CH2:31][CH2:32][C:33]([O:35][CH3:36])=[O:34])=[CH:15][C:13]=3[CH:14]=2)[S:8][CH:9]=1)([CH3:2])([CH3:4])[CH3:3] |f:3.4,6.7|. Procedure details: To a cooled mixture of 4-tert-butyl-2-(5-formylbenzofuran-2-yl)thiazole (0.713 g), N,N-dimethyl-3-mercaptopropionamide (0.37 g) and methyl 4-mercaptobutyrate (0.37 g) in acetonitrile (15 ml), boron trifluoride etherate (1.38 ml) was added dropwise at 0° C. After being stored in refrigerator for 18 hours, the resulting mixture was poured into ice-water, adjusted to pH 7 with aqueous sodium hydrogen carbonate solution and extracted with diethyl ether. The organic layer was washed with brine, dried... The reactants are NH4 Cl, C(#N)CC1CN(C1)C(C1=CC=CC=C1)C1=CC=CC=C1 (3-cyanomethyl-1-benzhydryl azetidine), [H-].[H-].[H-].[H-].[Li+].[Al+3] (LiAlH4), [H-] (hydride). Solvent: C1CCOC1 (THF). Product: NCCC1CN(C1)C(C1=CC=CC=C1)C1=CC=CC=C1 (3-aminoethyl-1-benzhydryl azetidine). Isolated yield 86.5%. As a reaction SMILES: [C:1]([CH2:3][CH:4]1[CH2:7][N:6]([CH:8]([C:15]2[CH:20]=[CH:19][CH:18]=[CH:17][CH:16]=2)[C:9]2[CH:14]=[CH:13][CH:12]=[CH:11][CH:10]=2)[CH2:5]1)#[N:2].[H-].[H-].[H-].[H-].[Li+].[Al+3].[H-]>C1COCC1>[NH2:2][CH2:1][CH2:3][CH:4]1[CH2:7][N:6]([CH:8]([C:15]2[CH:20]=[CH:19][CH:18]=[CH:17][CH:16]=2)[C:9]2[CH:10]=[CH:11][CH:12]=[CH:13][CH:14]=2)[CH2:5]1 |f:1.2.3.4.5.6|. Procedure: 5.7 g (21.7 mmol) of 3-cyanomethyl-1-benzhydryl azetidine was added slowly to a suspension of 2.9 g (76.0 mmol) of LiAlH4 in 80 mL of dry THF at roomtemperature. The reaction mixture was refluxed for 4 h. Excess hydride reagent was hydrolyzed by careful addition, with cooling, of NH4 Cl(aq), the gelatinous mixture was filtered and the filter cake was washed repeatedly with THF. The solvent was evaporated, the residue was dissolved in diethyl ether, washed with brine and dried with Na2SO4. Evapor... The reactants are Br.OC=1C(=CC2=C(CCNCC2)C1)S(=O)(=O)C (8-Hydroxy-7-methylsulfonyl-2,3,4,5-tetrahydro-1H-3-benzazepine hydrobromide), [OH-].[NH4+] (ammonium hydroxide). Product: OC=1C(=CC2=C(CCNCC2)C1)S(=O)(=O)C (8-hydroxy-7-methylsulfonyl-2,3,4,5-tetrahydro-1H-3-benzazepine). RXN SMILES: Br.[OH:2][C:3]1[C:4]([S:14]([CH3:17])(=[O:16])=[O:15])=[CH:5][C:6]2[CH2:12][CH2:11][NH:10][CH2:9][CH2:8][C:7]=2[CH:13]=1.[OH-].[NH4+]>>[OH:2][C:3]1[C:4]([S:14]([CH3:17])(=[O:16])=[O:15])=[CH:5][C:6]2[CH2:12][CH2:11][NH:10][CH2:9][CH2:8][C:7]=2[CH:13]=1 |f:0.1,2.3|. Procedure details: 8-Hydroxy-7-methylsulfonyl-2,3,4,5-tetrahydro-1H-3-benzazepine hydrobromide was treated with ammonium hydroxide. The resulting mixture was filtered to give 8-hydroxy-7-methylsulfonyl-2,3,4,5-tetrahydro-1H-3-benzazepine, m.p. 241°-242°. This was treated with methanesulfonic acid to give the methanesulfonate, m.p. 267°-269°. Starting materials: CC(C)CC(NC(=O)OC(C)(C)C)C(=O)NCC#N, ClCCl, Cc1ccc(S(=O)(=O)O)cc1. Product: CC(C)CC(N)C(=O)NCC#N, Cc1ccc(S(=O)(=O)O)cc1. Reaction SMILES: [C:1](#[N:2])[CH2:3][NH:4][C:5](=[O:6])[CH:7]([CH2:8][CH:9]([CH3:10])[CH3:11])[NH:12][C:13](=[O:14])[O:15][C:16]([CH3:17])([CH3:18])[CH3:19].[CH2:31]([Cl:32])[Cl:33].[c:20]1([CH3:30])[cH:21][cH:22][c:23]([S:26](=[O:27])(=[O:28])[OH:29])[cH:24][cH:25]1>>[C:1](#[N:2])[CH2:3][NH:4][C:5](=[O:6])[CH:7]([CH2:8][CH:9]([CH3:10])[CH3:11])[NH2:12].[c:20]1([CH3:30])[cH:21][cH:22][c:23]([S:26](=[O:27])(=[O:28])[OH:29])[cH:24][cH:25]1. Starting materials: COC1=C(C=CC=C1)C=1N=NN(C1C(=O)OC)C (methyl 4-(2-methoxyphenyl)-1-methyl-1H-1,2,3-triazole-5-carboxylate), [OH-].[Na+] (sodium hydroxide). Solvent: CO (MeOH). Conditions: time 2 hour. The product is COC1=C(C=CC=C1)C=1N=NN(C1C(=O)O)C (4-(2-methoxyphenyl)-1-methyl-1H-1,2,3-triazole-5-carboxylic acid). Isolated yield 95.0%. Reaction SMILES: [CH3:1][O:2][C:3]1[CH:8]=[CH:7][CH:6]=[CH:5][C:4]=1[C:9]1[N:10]=[N:11][N:12]([CH3:18])[C:13]=1[C:14]([O:16]C)=[O:15].[OH-].[Na+]>CO>[CH3:1][O:2][C:3]1[CH:8]=[CH:7][CH:6]=[CH:5][C:4]=1[C:9]1[N:10]=[N:11][N:12]([CH3:18])[C:13]=1[C:14]([OH:16])=[O:15] |f:1.2|. Procedure: To a soln. of methyl 4-(2-methoxyphenyl)-1-methyl-1H-1,2,3-triazole-5-carboxylate (183 mg, 0.74 mmol) in MeOH (5 ml) was added sodium hydroxide (1.3 ml, 3M aq. solution). The mixture was stirred at r.t for 2 hrs, then concentrated in vacuo. The residue was taken up in water, washed w/ether (3×) to remove the possible impurity. The aq. phase was acidified w/6M HCl to pH 3, extracted w/EtOAc (4×). The combined organic layer was dried and evaporated to afford the title compound (164 mg, 0.703 mmol,... The reactants are N1(CCCCC1)CC1=CC=C(N\C(\C2=CC=CC=C2)=C\2/C(NC3=CC(=CC=C23)C(=O)O)=O)C=C1 (3-Z-[1-(4-(piperidin-1-yl-methyl)-anilino)-1-phenyl-methylene]-6-carboxy-2-indolinone), C(O)CN.C(C)(C)N(CC)C(C)C (ethanolamine diisopropylethylamine). Procedure details: Prepared from 3-Z-[1-(4-(piperidin-1-yl-methyl)-anilino)-1-phenyl-methylene]-6-carboxy-2-indolinone and ethanolamine/diisopropylethylamine Rf value: 0.5 (aluminium oxide, methylene chloride/methanol=20:1) C30H32N4O3 The product is N1(CCCCC1)CC1=CC=C(N\C(\C2=CC=CC=C2)=C\2/C(NC3=CC(=CC=C23)C(NCCO)=O)=O)C=C1 (3-Z-[1-(4-(piperidin-1-yl-methyl)-anilino)-1-phenyl-methylene]-6-(2-hydroxyethyl-carbamoyl)-2-indolinone). RXN SMILES: [N:1]1([CH2:7][C:8]2[CH:34]=[CH:33][C:11]([NH:12]/[C:13](=[C:20]3\[C:21](=[O:32])[NH:22][C:23]4[C:28]\3=[CH:27][CH:26]=[C:25]([C:29](O)=[O:30])[CH:24]=4)/[C:14]3[CH:19]=[CH:18][CH:17]=[CH:16][CH:15]=3)=[CH:10][CH:9]=2)[CH2:6][CH2:5][CH2:4][CH2:3][CH2:2]1.[CH2:35]([CH2:37][NH2:38])[OH:36].C(N(C(C)C)CC)(C)C>>[N:1]1([CH2:7][C:8]2[CH:34]=[CH:33][C:11]([NH:12]/[C:13](=[C:20]3\[C:21](=[O:32])[NH:22][C:23]4[C:28]\3=[CH:27][CH:26]=[C:25]([C:29](=[O:30])[NH:38][CH2:37][CH2:35][OH:36])[CH:24]=4)/[C:14]3[CH:15]=[CH:16][CH:17]=[CH:18][CH:19]=3)=[CH:10][CH:9]=2)[CH2:2][CH2:3][CH2:4][CH2:5][CH2:6]1 |f:1.2|.